This data is from the Open Reaction Database (ORD), a public repository of structured organic reaction records. The task is: describe an organic reaction: reactants, conditions, products, and yield As a reaction SMILES: Cl[CH2:2][C:3]1[N:4]=[C:5]([CH:8]=[CH:9][C:10]2[CH:15]=[CH:14][C:13]([S:16][C:17]([F:20])([F:19])[F:18])=[CH:12][CH:11]=2)[O:6][CH:7]=1.[N:21]1([CH2:26][CH2:27][CH2:28][CH2:29][C:30]2[CH:35]=[CH:34][C:33]([OH:36])=[CH:32][CH:31]=2)[CH:25]=[CH:24][N:23]=[N:22]1.[I-].[K+].C[O-].[Na+]>CO>[F:18][C:17]([S:16][C:13]1[CH:14]=[CH:15][C:10]([CH:9]=[CH:8][C:5]2[O:6][CH:7]=[C:3]([CH2:2][O:36][C:33]3[CH:34]=[CH:35][C:30]([CH2:29][CH2:28][CH2:27][CH2:26][N:21]4[CH:25]=[CH:24][N:23]=[N:22]4)=[CH:31][CH:32]=3)[N:4]=2)=[CH:11][CH:12]=1)([F:20])[F:19] |f:2.3,4.5|. Product: FC(F)(F)SC1=CC=C(C=C1)C=CC=1OC=C(N1)COC1=CC=C(C=C1)CCCCN1N=NC=C1 (1-[4-(4-{2-[2-(4-Trifluoromethylsulfanyl-phenyl)-vinyl]-oxazol-4-ylmethoxy}-phenyl)-butyl]-1H-[1,2,3]triazole). Procedure details: 0.32 g (1.00 mmol) 4-Chloromethyl-2-[2-(4-trifluoromethylsulfanyl-phenyl)-vinyl]-oxazole, 0.217 g (1.00 mmol) 4-(4-[1,2,3]Triazol-1-yl-butyl)-phenol, 0.166 g (1.00 mmol) potassium iodide and 0.191 ml (1.00 mmol) of sodium methylate (30% in methanol) were added to 50.0 ml methanol and heated to reflux for 16 h. After removal of solvent and partitioning of the residue between 50 ml ethyl acetate and 15 ml water, the organic phase was washed with 10 ml water, 10 ml 0.1 N NaOH and twice 15 ml water,... Run in CO (methanol). The reactants are ClCC=1N=C(OC1)C=CC1=CC=C(C=C1)SC(F)(F)F (4-Chloromethyl-2-[2-(4-trifluoromethylsulfanyl-phenyl)-vinyl]-oxazole), N1(N=NC=C1)CCCCC1=CC=C(C=C1)O (4-(4-[1,2,3]Triazol-1-yl-butyl)-phenol), [I-].[K+] (potassium iodide), C[O-].[Na+] (sodium methylate). The reactants are CC(C)(C)OC(=O)NC1CCNC1, O=C([O-])[O-], CS(C)=O, CCOC(C)=O, Cc1cc(F)ccc1[N+](=O)[O-], [K+], [K+]. Product: Cc1cc(N2CCC(NC(=O)OC(C)(C)C)C2)ccc1[N+](=O)[O-]. As a reaction SMILES: [C:12]([CH3:13])([CH3:14])([CH3:15])[O:16][C:17]([NH:18][CH:19]1[CH2:20][NH:21][CH2:22][CH2:23]1)=[O:24].[C:25](=[O:26])([O-:27])[O-:28].[CH3:31][S:32](=[O:33])[CH3:34].[CH3:35][CH2:36][O:37][C:38](=[O:39])[CH3:40].[F:1][c:2]1[cH:3][c:4]([CH3:11])[c:5]([N+:8](=[O:9])[O-:10])[cH:6][cH:7]1.[K+:29].[K+:30]>>[c:2]1([N:21]2[CH2:20][CH:19]([NH:18][C:17]([O:16][C:12]([CH3:13])([CH3:14])[CH3:15])=[O:24])[CH2:23][CH2:22]2)[cH:3][c:4]([CH3:11])[c:5]([N+:8](=[O:9])[O-:10])[cH:6][cH:7]1. Starting materials: [Na] (Sodium), Br[C@@H](C(=O)O)CO ((R)-2-bromo-3-hydroxypropanoic acid), C(C)S (ethanethiol), [O-]CC.[Na+].C(C)O (sodium ethoxide ethanol). Solvent: C(C)O (ethanol). Run at time 30 minute. Product: C(C)SC[C@@H](C(=O)O)O ((R)-3-(Ethylthio)-2-hydroxypropanoic acid). Isolated yield 42.1%. RXN SMILES: [Na].Br[C@H:3]([CH2:7]O)[C:4]([OH:6])=[O:5].[CH2:9]([SH:11])[CH3:10].[O-:12]CC.[Na+].C(O)C>C(O)C>[CH2:9]([S:11][CH2:7][C@H:3]([OH:12])[C:4]([OH:6])=[O:5])[CH3:10] |f:3.4.5,^1:0|. Reported procedure: Sodium (0.57 g, 25 mmol) in ethanol (25 ml) was added dropwise to a stirred solution of (R)-2-bromo-3-hydroxypropanoic acid (2.11 g, 12.5 mmol) under nitrogen at -30°. After 30 min the mixture was allowed to warm to room temperature and stirred for a further 1 h. A solution of ethanethiol (1.85 ml, 25 mmol) in sodium ethoxide/ethanol (0.57 g, 25 mmol of sodium in 25 ml ethanol) was added and the mixture stirred overnight. The ethanol was evaporated and the residue dissolved in water. The solutio...